Task: describe an organic reaction: reactants, conditions, products, and yield. Dataset: the Open Reaction Database (ORD), a public repository of structured organic reaction records Procedure: A stirred solution of 2-(2-tritylaminothiazol-4-yl)-2-(Z)-methoxyiminoacetic acid hydrochloride (470 mg) and N,N-diisopropylethylamine (0.34 ml) in dimethylformamide (4 ml) was cooled to -55° to -60° C. and methanesulphonyl chloride (0.075 ml) was added. The mixture was stirred at the same temperature for 0.5 h and then a solution of diphenymethyl 7β-amino-3-(6-methyl-2-oxo-2H-pyran-4-ylthiomethyl)ceph-3-em-4-carboxylate (450 mg) in dimethylformamide (4 ml) was added, followed by pyridine (0.071... RXN SMILES: Cl.[C:2]([NH:21][C:22]1[S:23][CH:24]=[C:25](/[C:27](=[N:31]/[O:32][CH3:33])/[C:28](O)=[O:29])[N:26]=1)([C:15]1[CH:20]=[CH:19][CH:18]=[CH:17][CH:16]=1)([C:9]1[CH:14]=[CH:13][CH:12]=[CH:11][CH:10]=1)[C:3]1[CH:8]=[CH:7][CH:6]=[CH:5][CH:4]=1.C(N(CC)C(C)C)(C)C.CS(Cl)(=O)=O.[NH2:48][C@@H:49]1[C:82](=[O:83])[N:51]2[C:52]([C:66]([O:68][CH:69]([C:76]3[CH:81]=[CH:80][CH:79]=[CH:78][CH:77]=3)[C:70]3[CH:75]=[CH:74][CH:73]=[CH:72][CH:71]=3)=[O:67])=[C:53]([CH2:56][S:57][C:58]3[CH:63]=[C:62]([CH3:64])[O:61][C:60](=[O:65])[CH:59]=3)[CH2:54][S:55][C@H:50]12>CN(C)C=O.N1C=CC=CC=1>[CH3:64][C:62]1[O:61][C:60](=[O:65])[CH:59]=[C:58]([S:57][CH2:56][C:53]2[CH2:54][S:55][C@@H:50]3[C@H:49]([NH:48][C:28](=[O:29])/[C:27](/[C:25]4[N:26]=[C:22]([NH:21][C:2]([C:3]5[CH:8]=[CH:7][CH:6]=[CH:5][CH:4]=5)([C:15]5[CH:16]=[CH:17][CH:18]=[CH:19][CH:20]=5)[C:9]5[CH:14]=[CH:13][CH:12]=[CH:11][CH:10]=5)[S:23][CH:24]=4)=[N:31]\[O:32][CH3:33])[C:82](=[O:83])[N:51]3[C:52]=2[C:66]([O:68][CH:69]([C:70]2[CH:75]=[CH:74][CH:73]=[CH:72][CH:71]=2)[C:76]2[CH:81]=[CH:80][CH:79]=[CH:78][CH:77]=2)=[O:67])[CH:63]=1 |f:0.1|. The reactants are N[C@H]1[C@@H]2N(C(=C(CS2)CSC2=CC(OC(=C2)C)=O)C(=O)OC(C2=CC=CC=C2)C2=CC=CC=C2)C1=O (diphenymethyl 7β-amino-3-(6-methyl-2-oxo-2H-pyran-4-ylthiomethyl)ceph-3-em-4-carboxylate), Cl.C(C1=CC=CC=C1)(C1=CC=CC=C1)(C1=CC=CC=C1)NC=1SC=C(N1)/C(/C(=O)O)=N/OC (2-(2-tritylaminothiazol-4-yl)-2-(Z)-methoxyiminoacetic acid hydrochloride), C(C)(C)N(C(C)C)CC (N,N-diisopropylethylamine), CS(=O)(=O)Cl (methanesulphonyl chloride). Product: CC1=CC(=CC(O1)=O)SCC=1CS[C@H]2N(C1C(=O)OC(C1=CC=CC=C1)C1=CC=CC=C1)C([C@H]2NC(\C(=N/OC)\C=2N=C(SC2)NC(C2=CC=CC=C2)(C2=CC=CC=C2)C2=CC=CC=C2)=O)=O (Diphenylmethyl 3-(6-methyl-2-oxo-2H-pyran-4-ylthiomethyl)-7β-[2-(2-tritylaminothiazol-4-yl)-2-(Z)-methoxyiminoacetamido]ceph-3-em-4-carboxylate). Run in CN(C=O)C (dimethylformamide), N1=CC=CC=C1 (pyridine), CN(C=O)C (dimethylformamide). Yield: 70.4%. Conditions: time 0.5 hour. The reactants are C(C)(C)(C)C1=CC(=NO1)NC(=O)N(C)CC=C (1-(5-t-butylisoxazol-3-yl)-3-allyl-3-methylurea), ( m ), [K+].[Br-] (KBr), ( m ), ( m ), ( m ), ( m ), ( s ), O=[O+][O-] (ozone), CSC (dimethyl sulfide), ( m ), ( m ), O=[O+][O-] (ozone), ( m ). Run in O (water), CO (methanol), ClCCl (dichloromethane). Run at time 1 hour. Yields the product C(C)(C)(C)C1=CC(=NO1)N1C(N(CC1O)C)=O (1-(5-t-butylisoxazol-3-yl)-5-hydroxy-3-methyl-2-oxoimidazolidine). Reaction SMILES: [C:1]([C:5]1[O:9][N:8]=[C:7]([NH:10][C:11]([N:13]([CH2:15][CH:16]=C)[CH3:14])=[O:12])[CH:6]=1)([CH3:4])([CH3:3])[CH3:2].[O:18]=[O+][O-].CSC.[K+].[Br-]>O.ClCCl.CO>[C:1]([C:5]1[O:9][N:8]=[C:7]([N:10]2[CH:16]([OH:18])[CH2:15][N:13]([CH3:14])[C:11]2=[O:12])[CH:6]=1)([CH3:2])([CH3:3])[CH3:4] |f:3.4|. Procedure: To a 100 ml. round bottom flask equipped with a magnetic stirring bar and a gas dispersion tube were added 8.89 g. of 1-(5-t-butylisoxazol-3-yl)-3-allyl-3-methylurea, 38 ml. of methanol and 38 ml. of dichloromethane. The solution was cooled to -10°, and approximately 40 millimoles of ozone was introduced into the mixture through the gas dispersion tube in a stream of dry air with good mixing over 1 hour. The temperature of the mixture gradually warmed to about 3° as the reaction went on. When al... Starting materials: CCCCCC, CCC#CC(=O)C(OC)OC, c1ccc2ncccc2c1. The product is CCC=CC(=O)C(OC)OC. RXN SMILES: [CH3:12][CH2:13][CH2:14][CH2:15][CH2:16][CH3:17].[CH3:1][O:2][CH:3]([C:4]([C:5]#[C:6][CH2:7][CH3:8])=[O:9])[O:10][CH3:11].[cH:18]1[cH:19][c:20]2[c:21]([n:22][cH:23][cH:24][cH:25]2)[cH:26][cH:27]1>>[CH3:1][O:2][CH:3]([C:4]([CH:5]=[CH:6][CH2:7][CH3:8])=[O:9])[O:10][CH3:11]. Reactants: CN1C(=NC=C1)C=O (1-methyl-2-imidazole carboxaldehyde), Cl.NCC1=CC=C(C(=O)OC)C=C1 (methyl 4-aminomethyl-benzoate hydrochloride), [BH4-].[Na+] (sodium borohydride), resultant crude product, C(C)(=O)O[BH-](OC(C)=O)OC(C)=O.[Na+] (sodium triacetoxyborohydride), N1C(=NC=C1)C=O (2-imidazole carboxaldehyde), compound. Run in CO (methanol), CO (methanol). Reaction conditions: time 14 hour. The product is COC(C1=CC=C(C=C1)CN(CC=1N(C=CN1)C)CC=1NC=CN1)=O (4-[[(1H-imidazol-2-ylmethyl)-(1-methyl-1H-imidazol-2-ylmethyl)-amino]-methyl]-benzoic acid methyl ester). As a reaction SMILES: Cl.[NH2:2][CH2:3][C:4]1[CH:13]=[CH:12][C:7]([C:8]([O:10][CH3:11])=[O:9])=[CH:6][CH:5]=1.[NH:14]1[CH:18]=[CH:17][N:16]=[C:15]1[CH:19]=O.[BH4-].[Na+].[CH3:23][N:24]1[CH:28]=[CH:27][N:26]=[C:25]1[CH:29]=O.C(O[BH-](OC(=O)C)OC(=O)C)(=O)C.[Na+]>CO>[CH3:11][O:10][C:8](=[O:9])[C:7]1[CH:6]=[CH:5][C:4]([CH2:3][N:2]([CH2:19][C:15]2[NH:14][CH:18]=[CH:17][N:16]=2)[CH2:29][C:25]2[N:24]([CH3:23])[CH:28]=[CH:27][N:26]=2)=[CH:13][CH:12]=1 |f:0.1,3.4,6.7|. Procedure: Commercially available methyl 4-aminomethyl-benzoate hydrochloride was subjected to desalting, thereby obtaining a free compound. The resultant free compound (1.04 g) was dissolved in methanol (15.0 ml) and added with 2-imidazole carboxaldehyde (0.529 g), and the whole was stirred at room temperature for 14 hours. After having been cooled to 0° C., the solution was added with sodium borohydride (0.249 g) and the whole was stirred at 0° C. for 30 minutes and then at room temperature for 30 minute... Reactants: COc1ccccc1-c1nc2cc(C(F)(F)F)cc(C3=CCN(C(=O)OC(C)(C)C)CC3)c2[nH]1, ClCCl, O=C(O)C(F)(F)F. The product is COc1ccccc1-c1nc2cc(C(F)(F)F)cc(C3=CCNCC3)c2[nH]1. Reaction SMILES: [CH3:1][O:2][c:3]1[c:4](-[c:9]2[n:10][c:11]3[c:12]([nH:13]2)[c:14]([C:22]2=[CH:23][CH2:24][N:25]([C:28]([O:29][C:30]([CH3:31])([CH3:32])[CH3:33])=[O:34])[CH2:26][CH2:27]2)[cH:15][c:16]([C:18]([F:19])([F:20])[F:21])[cH:17]3)[cH:5][cH:6][cH:7][cH:8]1.[Cl:42][CH2:43][Cl:44].[F:35][C:36]([F:37])([F:38])[C:39]([OH:40])=[O:41]>>[CH3:1][O:2][c:3]1[c:4](-[c:9]2[n:10][c:11]3[c:12]([nH:13]2)[c:14]([C:22]2=[CH:23][CH2:24][NH:25][CH2:26][CH2:27]2)[cH:15][c:16]([C:18]([F:19])([F:20])[F:21])[cH:17]3)[cH:5][cH:6][cH:7][cH:8]1. The reactants are C1(CCC1)C(=O)Cl (cyclobutanecarbonyl chloride), Cl.ClC=1C=C2C(=NC1)NC=C2C2=NC=C(C(=N2)N[C@@H]2CNCCC2)F ((S)-2-(5-chloro-1H-pyrrolo[2,3-b]pyridin-3-yl)-5-fluoro-N-(piperidin-3-yl)pyrimidin-4-amine hydrochloride), ClC=1C=C2C(=NC1)NC=C2C2=NC=C(C(=N2)N[C@@H]2CNCCC2)F ((S)-2-(5-chloro-1H-pyrrolo[2,3-b]pyridin-3-yl)-5-fluoro-N-(piperidin-3-yl)pyrimidin-4-amine), C(C)(C)N(CC)C(C)C (N,N-diisopropyl-N-ethylamine). Solvent: C(Cl)Cl (CH2Cl2), CN(C)C=O (DMF). Reaction conditions: time 17 hour. Product: ClC=1C=C2C(=NC1)NC=C2C2=NC=C(C(=N2)NC2N(CCCC2)C2CC(C2)C=O)F (3-((2-(5-chloro-1H-pyrrolo[2,3-b]pyridin-3-yl)-5-fluoropyrimidin-4-ylamino)piperidin-1-yl)(cyclobutyl)methanone). As a reaction SMILES: Cl.[Cl:2][C:3]1[CH:4]=[C:5]2[C:11]([C:12]3[N:17]=[C:16]([NH:18][C@H]4CCCNC4)[C:15]([F:25])=[CH:14][N:13]=3)=[CH:10][NH:9][C:6]2=[N:7][CH:8]=1.ClC1C=C2C(C3N=C(N[C@H:43]4[CH2:48][CH2:47][CH2:46][NH:45][CH2:44]4)C(F)=CN=3)=CNC2=NC=1.C(N(C(C)C)CC)(C)C.[CH:59]1([C:63](Cl)=[O:64])[CH2:62][CH2:61][CH2:60]1>C(Cl)Cl.CN(C=O)C>[Cl:2][C:3]1[CH:4]=[C:5]2[C:11]([C:12]3[N:17]=[C:16]([NH:18][CH:44]4[CH2:43][CH2:48][CH2:47][CH2:46][N:45]4[CH:61]4[CH2:62][CH:59]([CH:63]=[O:64])[CH2:60]4)[C:15]([F:25])=[CH:14][N:13]=3)=[CH:10][NH:9][C:6]2=[N:7][CH:8]=1 |f:0.1|. Procedure details: To a solution of (S)-2-(5-chloro-1H-pyrrolo[2,3-b]pyridin-3-yl)-5-fluoro-N-(piperidin-3-yl)pyrimidin-4-amine hydrochloride, 5b, (0.04 g, 0.11 mmol) in CH2Cl2 (1.40 mL) and DMF (300 g was added N,N-diisopropyl-N-ethylamine (0.30 mL, 1.70 mmol) followed by cyclobutanecarbonyl chloride (0.01 g. 0.12 mmol). The reaction mixture was allowed to stir at room temperature for 17 hours. The mixture was concentrated in vacuo, dissolved in 1 mL of DMSO and purified by preparatory HPLC (0.1% ammonium formate...